From a dataset of the Open Reaction Database (ORD), a public repository of structured organic reaction records. describe an organic reaction: reactants, conditions, products, and yield Starting materials: [H-].[Al+3].[Li+].[H-].[H-].[H-] (lithium aluminium hydride), ice water, [Cl-].[NH4+] (ammonium chloride), COC1=CC2=C(CC(NC=C2)=O)C=C1OC (7,8-dimethoxy-1,3-dihydro-2H-3-benzazepin-2-one). Solvent: O1CCOCC1 (dioxan). Yields the product COC1=CC2=C(CCNC=C2)C=C1OC (7,8-Dimethoxy-2,3-dihydro-1H-3-benzazepine). Reaction SMILES: [H-].[Al+3].[Li+].[H-].[H-].[H-].[CH3:7][O:8][C:9]1[C:20]([O:21][CH3:22])=[CH:19][C:12]2[CH2:13][C:14](=O)[NH:15][CH:16]=[CH:17][C:11]=2[CH:10]=1.[Cl-].[NH4+]>O1CCOCC1>[CH3:22][O:21][C:20]1[C:9]([O:8][CH3:7])=[CH:10][C:11]2[CH2:17][CH2:16][NH:15][CH:14]=[CH:13][C:12]=2[CH:19]=1 |f:0.1.2.3.4.5,7.8|. Reported procedure: A boiling suspension of of lithium aluminium hydride (0.8 g) in absolute dioxan (100 ml) is mixed with 7,8-dimethoxy-1,3-dihydro-2H-3-benzazepin-2-one (2.2 g, 0.01 mol) and then refluxed for 3 hours. While cooling with ice water, 10% ammonium chloride solution is added and the precipitate formed is suction filtered. The fitrate is evaporated in vacuo to a volume of about 20 ml, the white precipitate obtained is suction filtered and washed with a little dioxan. Reactants: Cc1ccccc1, FCCCBr, c1ccc(P(c2ccccc2)c2ccccc2)cc1. Yields the product [Br-], FCCC[PH](c1ccccc1)(c1ccccc1)c1ccccc1. As a reaction SMILES: [CH3:25][c:26]1[cH:27][cH:28][cH:29][cH:30][cH:31]1.[F:1][CH2:2][CH2:3][CH2:4][Br:5].[c:6]1([P:12]([c:13]2[cH:14][cH:15][cH:16][cH:17][cH:18]2)[c:19]2[cH:20][cH:21][cH:22][cH:23][cH:24]2)[cH:7][cH:8][cH:9][cH:10][cH:11]1>>[Br-:5].[F:1][CH2:2][CH2:3][CH2:4][PH:12]([c:6]1[cH:7][cH:8][cH:9][cH:10][cH:11]1)([c:13]1[cH:14][cH:15][cH:16][cH:17][cH:18]1)[c:19]1[cH:20][cH:21][cH:22][cH:23][cH:24]1. Starting materials: OO (hydrogen peroxide), OO (H2O2), O.N (ammonia water), [Si]=[Ti]=[Si] (titanium disilicide), OS(=O)(=O)O (H2SO4), [Si]=[Ti]=[Si] (titanium disilicide). Yields the product S(O)(O)(=O)=O (sulfuric acid), OO (hydrogen peroxide), N#[Ti] (titanium nitride). As a reaction SMILES: [OH:1][S:2]([OH:5])(=[O:4])=[O:3].[OH:6][OH:7].[Si]=[Ti:9]=[Si].O.[NH3:12]>>[S:2](=[O:3])(=[O:1])([OH:5])[OH:4].[OH:6][OH:7].[N:12]#[Ti:9] |f:3.4,^3:7,9|. Procedure details: In this embodiment, the first wet etching is performed using a mixed solution of the composition of H2SO4 :H2O2 =5:1 at an etchant temperature of 140° C. for 20 minutes. The amount of the titanium disilicide film of the C49 structure etched off during the first etching by this mixed solution is extremely less than the amount of the titanium disilicide film of the C49 structure etched off during the first etching by the mixed solution of ammonia water and hydrogen peroxide (under this condition, ... Starting materials: FC1=C(C=CC=C1)S(=O)(=O)Cl (2-fluorobenzene-1-sulfonyl chloride), ice, NC1=C(C=CC=C1)C1NC2=CC=C(C=C2CC1(C)C)C(=O)OC (methyl 2-(2-aminophenyl)-3,3-dimethyl-1,2,3,4-tetrahydroquinoline-6-carboxylate), N1=CC=CC=C1 (pyridine). Solvent: ClCCl (dichloro methane). Run at time 2 hour. Product: FC1=C(C=CC=C1)S(=O)(=O)NC1=C(C=CC=C1)C1NC2=CC=C(C=C2CC1(C)C)C(=O)OC (methyl 2-(2-(2-fluorophenylsulfonamido)phenyl)-3,3-dimethyl-1,2,3,4-tetrahydroquinoline-6-carboxylate). The yield is 69.6%. RXN SMILES: [NH2:1][C:2]1[CH:7]=[CH:6][CH:5]=[CH:4][C:3]=1[CH:8]1[C:17]([CH3:19])([CH3:18])[CH2:16][C:15]2[C:10](=[CH:11][CH:12]=[C:13]([C:20]([O:22][CH3:23])=[O:21])[CH:14]=2)[NH:9]1.N1C=CC=CC=1.[F:30][C:31]1[CH:36]=[CH:35][CH:34]=[CH:33][C:32]=1[S:37](Cl)(=[O:39])=[O:38]>ClCCl>[F:30][C:31]1[CH:36]=[CH:35][CH:34]=[CH:33][C:32]=1[S:37]([NH:1][C:2]1[CH:7]=[CH:6][CH:5]=[CH:4][C:3]=1[CH:8]1[C:17]([CH3:18])([CH3:19])[CH2:16][C:15]2[C:10](=[CH:11][CH:12]=[C:13]([C:20]([O:22][CH3:23])=[O:21])[CH:14]=2)[NH:9]1)(=[O:39])=[O:38]. Reported procedure: To an ice-cold mixture of methyl 2-(2-aminophenyl)-3,3-dimethyl-1,2,3,4-tetrahydroquinoline-6-carboxylate (60 mg, 0.19 mmol, 1.0 eq.) and pyridine (0.3 mL, 3.8 mmol, 20 eq.) in dichloro methane (5 mL) was added 2-fluorobenzene-1-sulfonyl chloride (51 mg, 0.29 mmol, 1.5 eq.) under nitrogen. Then the reaction mixture was stirred at room temperature for two hours. Thin layer chromatography and LC-MS indicated that the starting material was consumed completely. The reaction was quenched with 20 mL w...